The task is: describe an organic reaction: reactants, conditions, products, and yield. This data is from the Open Reaction Database (ORD), a public repository of structured organic reaction records. Reactants: COC(C(=O)NCc1ccc(C#N)cc1)c1ccc(O)cc1F, C1CCOC1, OCCOc1ccccc1, CCOC(=O)N=NC(=O)OCC, c1ccc(P(c2ccccc2)c2ccccc2)cc1. The product is COC(C(=O)NCc1ccc(C#N)cc1)c1ccc(OCCOc2ccccc2)cc1F. As a reaction SMILES: [C:1](#[N:2])[c:3]1[cH:4][cH:5][c:6]([CH2:7][NH:8][C:9]([CH:10]([O:11][CH3:12])[c:13]2[c:14]([F:20])[cH:15][c:16]([OH:19])[cH:17][cH:18]2)=[O:21])[cH:22][cH:23]1.[CH2:65]1[O:66][CH2:67][CH2:68][CH2:69]1.[O:24]([c:25]1[cH:26][cH:27][cH:28][cH:29][cH:30]1)[CH2:31][CH2:32][OH:33].[O:34]=[C:35]([O:36][CH2:37][CH3:38])[N:39]=[N:40][C:41]([O:42][CH2:43][CH3:44])=[O:45].[c:46]1([P:47]([c:48]2[cH:49][cH:50][cH:51][cH:52][cH:53]2)[c:54]2[cH:55][cH:56][cH:57][cH:58][cH:59]2)[cH:60][cH:61][cH:62][cH:63][cH:64]1>>[C:1](#[N:2])[c:3]1[cH:4][cH:5][c:6]([CH2:7][NH:8][C:9]([CH:10]([O:11][CH3:12])[c:13]2[c:14]([F:20])[cH:15][c:16]([O:19][CH2:32][CH2:31][O:24][c:25]3[cH:26][cH:27][cH:28][cH:29][cH:30]3)[cH:17][cH:18]2)=[O:21])[cH:22][cH:23]1. Starting materials: C(C)(=O)N1CCC(CC1)C(C1=CC=C(C=C1)F)=O (1-acetyl-4(4-fluorobenzoyl)piperidine), C(C)(=O)N1CCC(C(=O)Cl)CC1 (1-acetylisonipecotic acid chloride), FC1=C(C=CC=C1)F (1,2-difluorobenzene). Yields the product C(C)(=O)N1CCC(CC1)C(C1=CC(=C(C=C1)F)F)=O (1-acetyl-4(3,4-difluorobenzoyl)piperidine), FC=1C=C(C(=O)C2CCNCC2)C=CC1F (4-(3,4-Difluorobenzoyl)piperidine). RXN SMILES: [C:1]([N:4]1[CH2:9][CH2:8][CH:7]([C:10](=[O:18])[C:11]2[CH:16]=[CH:15][C:14]([F:17])=[CH:13][CH:12]=2)[CH2:6][CH2:5]1)(=[O:3])[CH3:2].C([N:22]1[CH2:30][CH2:29][CH:25]([C:26](Cl)=[O:27])[CH2:24][CH2:23]1)(=O)C.[F:31][C:32]1[CH:37]=[CH:36][CH:35]=[CH:34][C:33]=1[F:38]>>[C:1]([N:4]1[CH2:9][CH2:8][CH:7]([C:10](=[O:18])[C:11]2[CH:12]=[CH:13][C:14]([F:17])=[C:15]([F:31])[CH:16]=2)[CH2:6][CH2:5]1)(=[O:3])[CH3:2].[F:31][C:32]1[CH:37]=[C:36]([CH:35]=[CH:34][C:33]=1[F:38])[C:26]([CH:25]1[CH2:24][CH2:23][NH:22][CH2:30][CH2:29]1)=[O:27]. Procedure: Following the procedure for the preparation of 1-acetyl-4(4-fluorobenzoyl)piperidine (U.S. Pat. No. 3,576,810), 1-acetyl-4(3,4-difluorobenzoyl)piperidine is prepared from 1-acetylisonipecotic acid chloride and 1,2-difluorobenzene. The acetyl group is removed by hydrolysis in dilute hydrochloric acid. Basification followed by extraction with a suitable solvent yields the title compound.